describe an organic reaction: reactants, conditions, products, and yield From a dataset of the Open Reaction Database (ORD), a public repository of structured organic reaction records. Reactants: CCOCC (ether), C(C(=C)C)(=O)O (methacrylic acid), C(=C)OCC (ethyl vinyl ether). Solvent: ClCCl (dichloromethane), ClCCl (dichloromethane). Conditions: time 8 hour. Product: C(C(=C)C)(=O)OCCOCC (ethoxyethyl methacrylate). The yield is 19.3%. RXN SMILES: [C:1]([OH:6])(=[O:5])[C:2]([CH3:4])=[CH2:3].[CH:7]([O:9][CH2:10][CH3:11])=[CH2:8].CCOCC>ClCCl>[C:1]([O:6][CH2:8][CH2:7][O:9][CH2:10][CH3:11])(=[O:5])[C:2]([CH3:4])=[CH2:3]. Procedure details: To a solution of 20 g methacrylic acid in 50 ml dichloromethane was added 19 g ethyl vinyl ether in 30 ml dichloromethane. The mixture was stirred overnight at room temperature and poured into ether and washed with a saturated aqueous solution of sodium bicarbonate until the solution ceased effervescing. The organic layer was dried with MgO/MgSO4 and concentrated in vacuo. The residue was distilled at 25° C./0.1 torr to give 7.1 g (19% yield) of ethoxyethyl methacrylate. A mixture of 7.0 g ethox... Starting materials: Br[O-].[Na+] (sodium hypobromite), C1(=CC=CC=C1)C#C (phenylacetylene), [Cl-].[NH4+] (ammonium chloride). The solvent is C1CCOC1 (THF). Conditions: time 5 hour. Yields the product BrC#CC1=CC=CC=C1 (1-bromo-2-phenyl-acetylene). Yield: 1001.3%. Reaction SMILES: [Br:1][O-].[Na+].[C:4]1([C:10]#[CH:11])[CH:9]=[CH:8][CH:7]=[CH:6][CH:5]=1.[Cl-].[NH4+]>C1COCC1>[Br:1][C:11]#[C:10][C:4]1[CH:9]=[CH:8][CH:7]=[CH:6][CH:5]=1 |f:0.1,3.4|. Procedure details: To a solution of sodium hypobromite [prepared by slow addition of bromine (11 ml) to 10M sodium hydroxide solution (50 ml) and crushed ice (100 g)] was added a solution of phenylacetylene (20.4 g, 19.97 mmol) in THF (10 ml). The two phase mixture was stirred vigorously for 5 hours. Saturated aq. ammonium chloride was added and the mixture was extracted with diethyl ether (3×30 ml). The combined organic extracts were washed with brine, dried over anhydrous magnesium sulfate and filtered. The solv... Reactants: NC1=CC=C(C=N1)OC1=CC(=NC=C1)C(=O)NC (4-((6-aminopyridin-3-yl)oxy)-N-methylpicolinamide), CCN(C(C)C)C(C)C (DIEA), FC(C1(CCC1)C(=O)O)(F)F (1-trifluoromethyl-cyclobutane-1-carboxylic acid), C(C(=O)Cl)(=O)Cl (oxalyl chloride). The reagents and catalysts are CN(C)C=O (DMF), [Ag]OC#N (silver cyanate). Run in O1CCOCC1 (dioxane), C(Cl)Cl (DCM), CCOC(=O)C (EtOAc). Reaction conditions: time 2 hour. Yields the product CNC(C1=NC=CC(=C1)OC=1C=NC(=CC1)NC(=O)NC(=O)C1(CCC1)C(F)(F)F)=O (N-methyl-4-((6-(3-(1-(trifluoromethyl)cyclobutanecarbonyl)ureido)pyridin-3-yl)oxy)picolinamide). Isolated yield 72.3%. RXN SMILES: [F:1][C:2]([F:11])([F:10])[C:3]1([C:7]([OH:9])=O)[CH2:6][CH2:5][CH2:4]1.[C:12](Cl)(=[O:16])C(Cl)=O.[NH2:18][C:19]1[N:24]=[CH:23][C:22]([O:25][C:26]2[CH:31]=[CH:30][N:29]=[C:28]([C:32]([NH:34][CH3:35])=[O:33])[CH:27]=2)=[CH:21][CH:20]=1.CC[N:38](C(C)C)C(C)C>C(Cl)Cl.CN(C=O)C.O1CCOCC1.CCOC(C)=O.[Ag]OC#N>[CH3:35][NH:34][C:32](=[O:33])[C:28]1[CH:27]=[C:26]([O:25][C:22]2[CH:23]=[N:24][C:19]([NH:18][C:12]([NH:38][C:7]([C:3]3([C:2]([F:1])([F:11])[F:10])[CH2:4][CH2:5][CH2:6]3)=[O:9])=[O:16])=[CH:20][CH:21]=2)[CH:31]=[CH:30][N:29]=1. Procedure: A solution of 1-trifluoromethyl-cyclobutane-1-carboxylic acid (0.413 g, 2.457 mmol) in DCM (8 mL) was treated with oxalyl chloride (0.179 mL, 2.047 mmol) and DMF (1 drop), stirred for at RT for 2 h, treated with silver cyanate (0.982 g, 6.55 mmol), stirred at RT for 1 h, treated with a solution of 4-((6-aminopyridin-3-yl)oxy)-N-methylpicolinamide (0.2 g, 0.819 mmol) and DIEA (0.858 mL, 4.91 mmol) in dioxane (8 mL) and stirred at RT overnight. The mixture was diluted with EtOAc, the solids remove... Starting materials: CSc1ccc(N)cc1, N#Cc1ccc(F)cc1. Yields the product CSc1ccc(NC(=N)c2ccc(F)cc2)cc1. RXN SMILES: [CH3:10][S:11][c:12]1[cH:13][cH:14][c:15]([NH2:16])[cH:17][cH:18]1.[F:1][c:2]1[cH:3][cH:4][c:5]([C:6]#[N:7])[cH:8][cH:9]1>>[F:1][c:2]1[cH:3][cH:4][c:5]([C:6](=[NH:7])[NH:16][c:15]2[cH:14][cH:13][c:12]([S:11][CH3:10])[cH:18][cH:17]2)[cH:8][cH:9]1. Reactants: Fc1cc(Br)cc(-n2ccnc2)c1, Brc1ccc(-c2ccccn2)o1, c1ccc(P(c2ccccc2)(c2ccccc2)[Pd](P(c2ccccc2)(c2ccccc2)c2ccccc2)(P(c2ccccc2)(c2ccccc2)c2ccccc2)P(c2ccccc2)(c2ccccc2)c2ccccc2)cc1. Product: Fc1cc(-c2ccc(-c3ccccn3)o2)cc(-n2ccnc2)c1. As a reaction SMILES: [Br:13][c:14]1[cH:15][c:16](-[n:21]2[cH:22][n:23][cH:24][cH:25]2)[cH:17][c:18]([F:20])[cH:19]1.[Br:1][c:2]1[cH:3][cH:4][c:5](-[c:7]2[n:8][cH:9][cH:10][cH:11][cH:12]2)[o:6]1.[cH:26]1[cH:27][cH:28][c:29]([P:30]([Pd:31]([P:32]([c:33]2[cH:34][cH:35][cH:36][cH:37][cH:38]2)([c:39]2[cH:40][cH:41][cH:42][cH:43][cH:44]2)[c:45]2[cH:46][cH:47][cH:48][cH:49][cH:50]2)([P:51]([c:52]2[cH:53][cH:54][cH:55][cH:56][cH:57]2)([c:58]2[cH:59][cH:60][cH:61][cH:62][cH:63]2)[c:64]2[cH:65][cH:66][cH:67][cH:68][cH:69]2)[P:70]([c:71]2[cH:72][cH:73][cH:74][cH:75][cH:76]2)([c:77]2[cH:78][cH:79][cH:80][cH:81][cH:82]2)[c:83]2[cH:84][cH:85][cH:86][cH:87][cH:88]2)([c:89]2[cH:90][cH:91][cH:92][cH:93][cH:94]2)[c:95]2[cH:96][cH:97][cH:98][cH:99][cH:100]2)[cH:101][cH:102]1>>[c:2]1(-[c:14]2[cH:15][c:16](-[n:21]3[cH:22][n:23][cH:24][cH:25]3)[cH:17][c:18]([F:20])[cH:19]2)[cH:3][cH:4][c:5](-[c:7]2[n:8][cH:9][cH:10][cH:11][cH:12]2)[o:6]1. Reactants: C1(=CC=CC=C1)C(CCN)C1=CC=CC=C1 (3,3-diphenylpropan-1-amine), BrCCC1CCOCC1 (4-(2-bromoethyl)-tetrahydro-2H-pyran), ClC1=C(N=C(S1)N)C1=CC=C(C=C1)S(=O)(=O)C (5-chloro-4-(4-(methylsulfonyl)phenyl)thiazol-2-amine), C1(=CC=CC=C1)C(CCNCCC1CCOCC1)C1=CC=CC=C1 (3,3-diphenyl-N-(2-(tetrahydro-2H-pyran-4-yl)ethyl)propan-1-amine). Product: ClC1=C(N=C(S1)NC(N(CCC1CCOCC1)CCC(C1=CC=CC=C1)C1=CC=CC=C1)=O)C1=CC=C(C=C1)S(=O)(=O)C (3-(5-chloro-4-(4-(methylsulfonyl)phenyl)thiazol-2-yl)-1-(3,3-diphenylpropyl)-1-(2-(tetrahydro-2H-pyran-4-yl)ethyl)urea), C1(=CC=CC=C1)C(CCNCCC1CCOCC1)C1=CC=CC=C1 (3,3-diphenyl-N-(2-(tetrahydro-2H-pyran-4-yl)ethyl)propan-1-amine). As a reaction SMILES: [Cl:1][C:2]1[S:6][C:5]([NH2:7])=[N:4][C:3]=1[C:8]1[CH:13]=[CH:12][C:11]([S:14]([CH3:17])(=[O:16])=[O:15])=[CH:10][CH:9]=1.[C:18]1([CH:24]([C:36]2[CH:41]=[CH:40][CH:39]=[CH:38][CH:37]=2)[CH2:25][CH2:26][NH:27][CH2:28][CH2:29][CH:30]2[CH2:35][CH2:34][O:33][CH2:32][CH2:31]2)[CH:23]=[CH:22][CH:21]=[CH:20][CH:19]=1.C1(C(C2C=CC=CC=2)CCN)C=CC=CC=1.BrCCC1CC[O:64][CH2:63]C1>>[Cl:1][C:2]1[S:6][C:5]([NH:7][C:63](=[O:64])[N:27]([CH2:26][CH2:25][CH:24]([C:36]2[CH:41]=[CH:40][CH:39]=[CH:38][CH:37]=2)[C:18]2[CH:19]=[CH:20][CH:21]=[CH:22][CH:23]=2)[CH2:28][CH2:29][CH:30]2[CH2:35][CH2:34][O:33][CH2:32][CH2:31]2)=[N:4][C:3]=1[C:8]1[CH:9]=[CH:10][C:11]([S:14]([CH3:17])(=[O:15])=[O:16])=[CH:12][CH:13]=1.[C:18]1([CH:24]([C:36]2[CH:41]=[CH:40][CH:39]=[CH:38][CH:37]=2)[CH2:25][CH2:26][NH:27][CH2:28][CH2:29][CH:30]2[CH2:35][CH2:34][O:33][CH2:32][CH2:31]2)[CH:19]=[CH:20][CH:21]=[CH:22][CH:23]=1. Procedure details: Compound 206 was prepared according to Method D using 5-chloro-4-(4-(methylsulfonyl)phenyl)thiazol-2-amine instead of N-(4-(2-amino-5-chlorothiazol-4-yl)phenyl)methanesulfonamide and 3,3-diphenyl-N-(2-(tetrahydro-2H-pyran-4-yl)ethyl)propan-1-amine instead of N-methyl-3,3-diphenylpropan-1-amine. 3,3-diphenyl-N-(2-(tetrahydro-2H-pyran-4-yl)ethyl)propan-1-amine was prepared according to Method C using 3,3-diphenylpropan-1-amine instead of tert-butyl 4-(2-aminoethyl)piperidine-1-carboxylate and 4-(2...